From a dataset of the Open Reaction Database (ORD), a public repository of structured organic reaction records. describe an organic reaction: reactants, conditions, products, and yield Reactants: CC#N, O=C1CCC(=O)N1Cl, O=C(N1CCN(c2ccncc2)CC1)N1CCN(S(=O)(=O)c2ccc(F)cc2)CC1. Product: O=C(N1CCN(c2ccncc2Cl)CC1)N1CCN(S(=O)(=O)c2ccc(F)cc2)CC1. Reaction SMILES: [CH3:39][C:40]#[N:41].[Cl:1][N:2]1[C:3](=[O:4])[CH2:5][CH2:6][C:7]1=[O:8].[F:9][c:10]1[cH:11][cH:12][c:13]([S:16](=[O:17])(=[O:18])[N:19]2[CH2:20][CH2:21][N:22]([C:25](=[O:26])[N:27]3[CH2:28][CH2:29][N:30]([c:33]4[cH:34][cH:35][n:36][cH:37][cH:38]4)[CH2:31][CH2:32]3)[CH2:23][CH2:24]2)[cH:14][cH:15]1>>[Cl:1][c:38]1[c:33]([N:30]2[CH2:29][CH2:28][N:27]([C:25]([N:22]3[CH2:21][CH2:20][N:19]([S:16]([c:13]4[cH:12][cH:11][c:10]([F:9])[cH:15][cH:14]4)(=[O:17])=[O:18])[CH2:24][CH2:23]3)=[O:26])[CH2:32][CH2:31]2)[cH:34][cH:35][n:36][cH:37]1. RXN SMILES: C([N:8]1[CH2:13][CH2:12][C:11]2([N:17]3[CH2:18][CH2:19][CH2:20][CH2:21][CH:16]3[CH:15]([C:22]3[CH:27]=[CH:26][CH:25]=[CH:24][C:23]=3[O:28][CH3:29])[O:14]2)[CH2:10][CH2:9]1)C1C=CC=CC=1>[Pd]>[CH3:29][O:28][C:23]1[CH:24]=[CH:25][CH:26]=[CH:27][C:22]=1[CH:15]1[CH:16]2[CH2:21][CH2:20][CH2:19][CH2:18][N:17]2[C:11]2([CH2:10][CH2:9][NH:8][CH2:13][CH2:12]2)[O:14]1. Reagents/catalysts: [Pd] (palladium on charcoal). Yields the product COC1=C(C=CC=C1)C1OC2(CCNCC2)N2C1CCCC2 (hexahydro-1-(2-methoxyphenyl)spiro[3H-oxazolo[3,4-a]pyridine-3,4'-piperidine]). Reactants: C(C1=CC=CC=C1)N1CCC2(CC1)OC(C1N2CCCC1)C1=C(C=CC=C1)OC (hexahydro-1'-benzyl-1-(2-methoxyphenyl)spiro[3H-oxazolo[3,4-a]pyridine-3,4'-piperidine]). Reported procedure: Utilizing the procedure described in Example 2 above, 8.9 g of hexahydro-1'-benzyl-1-(2-methoxyphenyl)spiro[3H-oxazolo[3,4-a]pyridine-3,4'-piperidine] is hydrogenated in the presence of a palladium on charcoal catalyst to obtain hexahydro-1-(2-methoxyphenyl)spiro[3H-oxazolo[3,4-a]pyridine-3,4'-piperidine] as an oil after evaporation of the organic layer. The oil, 5.8 g, is dissolved in 30 ml ether and added to a solution of 2.4 g oxalic acid dihydrate in 40 ml of ether. The precipitated solid is... Starting materials: BrC1=C2C=CN=CC2=CC=C1S(=O)(=O)N1[C@H](CN(CCC1)C(=O)OC(C)(C)C)C ((S)-5-bromo-6-(4-tert-butoxycarbonyl-2-methyl-1,4-diazepan-1-ylsulfonyl)isoquinoline), O (water), CB(O)O (methylboronic acid), P(=O)([O-])([O-])[O-].[K+].[K+].[K+] (potassium phosphate). The reagents and catalysts are C=1C=CC(=CC1)[P](C=2C=CC=CC2)(C=3C=CC=CC3)[Pd]([P](C=4C=CC=CC4)(C=5C=CC=CC5)C=6C=CC=CC6)([P](C=7C=CC=CC7)(C=8C=CC=CC8)C=9C=CC=CC9)[P](C=1C=CC=CC1)(C=1C=CC=CC1)C=1C=CC=CC1 (tetrakis(triphenylphosphine)palladium). Run in O1CCOCC1 (1,4-dioxane). Conditions: temperature 100 celsius, time 10 hour. The product is C(C)(C)(C)OC(=O)N1C[C@@H](N(CCC1)S(=O)(=O)C=1C(=C2C=CN=CC2=CC1)C)C ((S)-6-(4-tert-butoxycarbonyl-2-methyl-1,4-diazepan-1-ylsulfonyl)-5-methylisoquinoline). Isolated yield 80.8%. RXN SMILES: Br[C:2]1[C:11]([S:12]([N:15]2[CH2:21][CH2:20][CH2:19][N:18]([C:22]([O:24][C:25]([CH3:28])([CH3:27])[CH3:26])=[O:23])[CH2:17][C@@H:16]2[CH3:29])(=[O:14])=[O:13])=[CH:10][CH:9]=[C:8]2[C:3]=1[CH:4]=[CH:5][N:6]=[CH:7]2.[CH3:30]B(O)O.P([O-])([O-])([O-])=O.[K+].[K+].[K+].O>O1CCOCC1.C1C=CC([P]([Pd]([P](C2C=CC=CC=2)(C2C=CC=CC=2)C2C=CC=CC=2)([P](C2C=CC=CC=2)(C2C=CC=CC=2)C2C=CC=CC=2)[P](C2C=CC=CC=2)(C2C=CC=CC=2)C2C=CC=CC=2)(C2C=CC=CC=2)C2C=CC=CC=2)=CC=1>[C:25]([O:24][C:22]([N:18]1[CH2:19][CH2:20][CH2:21][N:15]([S:12]([C:11]2[C:2]([CH3:30])=[C:3]3[C:8](=[CH:9][CH:10]=2)[CH:7]=[N:6][CH:5]=[CH:4]3)(=[O:14])=[O:13])[C@@H:16]([CH3:29])[CH2:17]1)=[O:23])([CH3:28])([CH3:27])[CH3:26] |f:2.3.4.5,^1:52,54,73,92|. Procedure details: 100 mg of (S)-5-bromo-6-(4-tert-butoxycarbonyl-2-methyl-1,4-diazepan-1-ylsulfonyl)isoquinoline, 15 mg of methylboronic acid, 12 mg of tetrakis(triphenylphosphine)palladium, and 131 mg of potassium phosphate were suspended in 10 mL of 1,4-dioxane and stirred at 100° C. for 10 hours in an argon gas atmosphere. After the completion of reaction, water was added to the reaction solution, followed by extraction with ethyl acetate (30 mL×2). Then, the extract was dried over anhydrous sodium sulfate. Af... The reactants are COC(C1=C(N=C(C=C1Cl)C)OC1=C(C=C(C=C1C)Cl)C)=O (4-chloro-2-(4-chloro-2,6-dimethyl-phenoxy)-6-methyl-nicotinic acid methyl ester), N[C@H](CO)CC ((S)-2-amino-1-butanol), ice water. Solvent: C(C)(=O)OCC (ethyl acetate), CN1C(CCC1)=O (1-methyl-2-pyrrolidinone). Run at temperature 130 celsius. The product is COC(C1=C(N=C(C=C1NC(CC)CO)C)OC1=C(C=C(C=C1C)Cl)C)=O (2-(4-Chloro-2,6-dimethyl-phenoxy)-4-(1-hydroxymethyl-propylamino)-6-methyl-nicotinic acid methyl ester). Yield: 64.0%. RXN SMILES: [CH3:1][O:2][C:3](=[O:22])[C:4]1[C:9](Cl)=[CH:8][C:7]([CH3:11])=[N:6][C:5]=1[O:12][C:13]1[C:18]([CH3:19])=[CH:17][C:16]([Cl:20])=[CH:15][C:14]=1[CH3:21].[NH2:23][C@@H:24]([CH2:27][CH3:28])[CH2:25][OH:26]>CN1CCCC1=O.C(OCC)(=O)C>[CH3:1][O:2][C:3](=[O:22])[C:4]1[C:9]([NH:23][CH:24]([CH2:25][OH:26])[CH2:27][CH3:28])=[CH:8][C:7]([CH3:11])=[N:6][C:5]=1[O:12][C:13]1[C:18]([CH3:19])=[CH:17][C:16]([Cl:20])=[CH:15][C:14]=1[CH3:21]. Reported procedure: A mixture of 4-chloro-2-(4-chloro-2,6-dimethyl-phenoxy)-6-methyl-nicotinic acid methyl ester (9.000 g, 26.45 mmol) and (S)-2-amino-1-butanol (12.7 ml) in 1-methyl-2-pyrrolidinone was heated at 130° C. for 2 hr, then at 100° C. overnight. The mixture cooled to rt and poured into ice-water and diluted with ethyl acetate. The organic layer was separated, washed with water, dried over anhydrous sodium sulfate, filtered, and concentrated to dryness to give 13.6 g of crude product as a light yellow oi... Starting materials: CSc1ccc(CN2CCC3(CCN(C(=O)OC(C)(C)C)CC3)C2=O)cc1, C1CCOC1, [Na+], [OH-], O. Yields the product CC(C)(C)OC(=O)N1CCC2(CC1)CCN(Cc1ccc(S(C)(=O)=O)cc1)C2=O. Reaction SMILES: [C:1]([CH3:2])([CH3:3])([CH3:4])[O:5][C:6](=[O:7])[N:8]1[CH2:9][CH2:10][C:11]2([CH2:12][CH2:13][N:14]([CH2:17][c:18]3[cH:19][cH:20][c:21]([S:24][CH3:25])[cH:22][cH:23]3)[C:15]2=[O:16])[CH2:26][CH2:27]1.[CH2:31]1[O:32][CH2:33][CH2:34][CH2:35]1.[Na+:29].[OH-:28].[OH2:30]>>[C:1]([CH3:2])([CH3:3])([CH3:4])[O:5][C:6](=[O:7])[N:8]1[CH2:9][CH2:10][C:11]2([CH2:12][CH2:13][N:14]([CH2:17][c:18]3[cH:19][cH:20][c:21]([S:24]([CH3:25])(=[O:28])=[O:30])[cH:22][cH:23]3)[C:15]2=[O:16])[CH2:26][CH2:27]1. Reactants: Cc1ccccc1, CCCC=O, O=C1CCCN1, O=P12OP3(=O)OP(=O)(O1)OP(=O)(O2)O3. Yields the product CCC=CN1CCCC1=O. RXN SMILES: [CH3:26][c:27]1[cH:28][cH:29][cH:30][cH:31][cH:32]1.[CH:7]([CH2:8][CH2:9][CH3:10])=[O:11].[NH:1]1[C:2](=[O:6])[CH2:3][CH2:4][CH2:5]1.[O:12]=[P:13]12[O:14][P:15]3(=[O:25])[O:16][P:17](=[O:23])([O:18][P:19](=[O:22])([O:20]3)[O:21]1)[O:24]2>>[N:1]1([CH:7]=[CH:8][CH2:9][CH3:10])[C:2](=[O:6])[CH2:3][CH2:4][CH2:5]1.